From a dataset of the Open Reaction Database (ORD), a public repository of structured organic reaction records. describe an organic reaction: reactants, conditions, products, and yield Reactants: CCNc1ccc(C#N)cc1[N+](=O)[O-], O=S(=O)(Cl)c1ccc(Cl)s1, [H-], [Na+], C1CCOC1, O. The product is CCN(c1ccc(C#N)cc1[N+](=O)[O-])S(=O)(=O)c1ccc(Cl)s1. Reaction SMILES: [C:3](#[N:4])[c:5]1[cH:6][c:7]([N+:14](=[O:15])[O-:16])[c:8]([NH:9][CH2:10][CH3:11])[cH:12][cH:13]1.[Cl:17][c:18]1[cH:19][cH:20][c:21]([S:23](=[O:24])(=[O:25])[Cl:26])[s:22]1.[H-:1].[Na+:2].[O:28]1[CH2:29][CH2:30][CH2:31][CH2:32]1.[OH2:27]>>[C:3](#[N:4])[c:5]1[cH:6][c:7]([N+:14](=[O:15])[O-:16])[c:8]([N:9]([CH2:10][CH3:11])[S:23]([c:21]2[cH:20][cH:19][c:18]([Cl:17])[s:22]2)(=[O:24])=[O:25])[cH:12][cH:13]1. The reactants are NC=1C(NC2=CC=CC(=C2N1)OC1=NC(=NC(=C1)Cl)N[C@H](COC)C)=O ((S)-3-amino-5-(6-chloro-2-(1-methoxypropan-2-ylamino)pyrimidin-4-yloxy)quinoxalin-2(1H)-one), C(C(C)C)[C@@H]1N(CCNC1)CC(F)(F)F ((S)-2-isobutyl-1-(2,2,2-trifluoroethyl)piperazine). Yields the product NC=1C(NC2=CC=CC(=C2N1)OC1=NC(=NC(=C1)N1C[C@@H](N(CC1)CC(F)(F)F)CC(C)C)N[C@H](COC)C)=O (3-Amino-5-(6-((S)-3-isobutyl-4-(2,2,2-trifluoroethyl)piperazin-1-yl)-2-((S)-1-methoxypropan-2-ylamino)pyrimidin-4-yloxy)quinoxalin-2(1H)-one). Reaction SMILES: [NH2:1][C:2]1[C:3](=[O:26])[NH:4][C:5]2[C:10]([N:11]=1)=[C:9]([O:12][C:13]1[CH:18]=[C:17](Cl)[N:16]=[C:15]([NH:20][C@@H:21]([CH3:25])[CH2:22][O:23][CH3:24])[N:14]=1)[CH:8]=[CH:7][CH:6]=2.[CH2:27]([C@H:31]1[CH2:36][NH:35][CH2:34][CH2:33][N:32]1[CH2:37][C:38]([F:41])([F:40])[F:39])[CH:28]([CH3:30])[CH3:29]>>[NH2:1][C:2]1[C:3](=[O:26])[NH:4][C:5]2[C:10]([N:11]=1)=[C:9]([O:12][C:13]1[CH:18]=[C:17]([N:35]3[CH2:34][CH2:33][N:32]([CH2:37][C:38]([F:40])([F:41])[F:39])[C@@H:31]([CH2:27][CH:28]([CH3:30])[CH3:29])[CH2:36]3)[N:16]=[C:15]([NH:20][C@@H:21]([CH3:25])[CH2:22][O:23][CH3:24])[N:14]=1)[CH:8]=[CH:7][CH:6]=2. Procedure details: The reaction of (S)-3-amino-5-(6-chloro-2-(1-methoxypropan-2-ylamino)pyrimidin-4-yloxy)quinoxalin-2(1H)-one (74 mg, 0.2 mmol, Example 122(b)) with (S)-2-isobutyl-1-(2,2,2-trifluoroethyl)piperazine (89 mg, 0.4 mmol) under the conditions of Example 34 provided the title compound as an amorphous solid. MS (ESI, pos. ion) m/z: 565 (M+1). The reactants are Cc1c(COc2cccc(OCC3CCOCC3)c2)nc2ccc(Br)cc2c1OCc1ccccc1, [Na+], [Na+], O=C([O-])[O-], C1COCCO1, O, c1ccc(P(c2ccccc2)(c2ccccc2)[Pd](P(c2ccccc2)(c2ccccc2)c2ccccc2)(P(c2ccccc2)(c2ccccc2)c2ccccc2)P(c2ccccc2)(c2ccccc2)c2ccccc2)cc1, OB(O)Oc1cccnc1. The product is Cc1c(COc2cccc(OCC3CCOCC3)c2)nc2ccc(-c3cccnc3)cc2c1OCc1ccccc1. As a reaction SMILES: [CH2:1]([c:2]1[cH:3][cH:4][cH:5][cH:6][cH:7]1)[O:8][c:9]1[c:10]([CH3:36])[c:11]([CH2:20][O:21][c:22]2[cH:23][c:24]([O:28][CH2:29][CH:30]3[CH2:31][CH2:32][O:33][CH2:34][CH2:35]3)[cH:25][cH:26][cH:27]2)[n:12][c:13]2[cH:14][cH:15][c:16]([Br:19])[cH:17][c:18]12.[Na+:47].[Na+:48].[O-:49][C:50](=[O:51])[O-:52].[O:54]1[CH2:55][CH2:56][O:57][CH2:58][CH2:59]1.[OH2:53].[cH:60]1[cH:61][cH:62][c:63]([P:64]([Pd:65]([P:66]([c:67]2[cH:68][cH:69][cH:70][cH:71][cH:72]2)([c:73]2[cH:74][cH:75][cH:76][cH:77][cH:78]2)[c:79]2[cH:80][cH:81][cH:82][cH:83][cH:84]2)([P:85]([c:86]2[cH:87][cH:88][cH:89][cH:90][cH:91]2)([c:92]2[cH:93][cH:94][cH:95][cH:96][cH:97]2)[c:98]2[cH:99][cH:100][cH:101][cH:102][cH:103]2)[P:104]([c:105]2[cH:106][cH:107][cH:108][cH:109][cH:110]2)([c:111]2[cH:112][cH:113][cH:114][cH:115][cH:116]2)[c:117]2[cH:118][cH:119][cH:120][cH:121][cH:122]2)([c:123]2[cH:124][cH:125][cH:126][cH:127][cH:128]2)[c:129]2[cH:130][cH:131][cH:132][cH:133][cH:134]2)[cH:135][cH:136]1.[n:37]1[cH:38][c:39]([O:43][B:44]([OH:45])[OH:46])[cH:40][cH:41][cH:42]1>>[CH2:1]([c:2]1[cH:3][cH:4][cH:5][cH:6][cH:7]1)[O:8][c:9]1[c:10]([CH3:36])[c:11]([CH2:20][O:21][c:22]2[cH:23][c:24]([O:28][CH2:29][CH:30]3[CH2:31][CH2:32][O:33][CH2:34][CH2:35]3)[cH:25][cH:26][cH:27]2)[n:12][c:13]2[cH:14][cH:15][c:16](-[c:39]3[cH:38][n:37][cH:42][cH:41][cH:40]3)[cH:17][c:18]12. Starting materials: CI, COCCOC, CCOC(C)=O, CSc1nc2c(ccn2Cc2ccc(C(=O)c3ccc(Cl)cc3)cc2)c(=O)[nH]1, CN(C)C=O. Product: CSc1nc2c(ccn2Cc2ccc(C(=O)c3ccc(Cl)cc3)cc2)c(=O)n1C. RXN SMILES: [CH3:29][I:30].[CH3:31][O:32][CH2:33][CH2:34][O:35][CH3:36].[CH3:42][CH2:43][O:44][C:45](=[O:46])[CH3:47].[Cl:1][c:2]1[cH:3][cH:4][c:5]([C:6](=[O:7])[c:8]2[cH:9][cH:10][c:11]([CH2:12][n:13]3[cH:14][cH:15][c:16]4[c:17]3[n:18][c:19]([S:23][CH3:24])[nH:20][c:21]4=[O:22])[cH:25][cH:26]2)[cH:27][cH:28]1.[O:37]=[CH:38][N:39]([CH3:40])[CH3:41]>>[Cl:1][c:2]1[cH:3][cH:4][c:5]([C:6](=[O:7])[c:8]2[cH:9][cH:10][c:11]([CH2:12][n:13]3[cH:14][cH:15][c:16]4[c:17]3[n:18][c:19]([S:23][CH3:24])[n:20]([CH3:29])[c:21]4=[O:22])[cH:25][cH:26]2)[cH:27][cH:28]1. The reactants are [Cl-].C1(=CC=CC=C1)[PH+](C1=CC=CC=C1)C1=CC=CC=C1 (triphenylphosphonium chloride), BrC1=CC(=C(C=O)C=C1)F (4-bromo-2-fluorobenzaldehyde), ice water, CC(C)(C)[O-].[K+] (t-BuOK). Run in O1CCCC1 (tetrahydrofuran), O1CCCC1 (tetrahydrofuran). Conditions: time 1 hour. The product is COC=CC1=C(C=C(C=C1)Br)F (2-(4-Bromo-2-fluorophenyl)vinyl methyl ether). RXN SMILES: [Cl-].[C:2]1([PH+](C2C=CC=CC=2)C2C=CC=CC=2)C=CC=CC=1.C[C:22]([O-:25])(C)C.[K+].[Br:27][C:28]1[CH:35]=[CH:34][C:31]([CH:32]=O)=[C:30]([F:36])[CH:29]=1>O1CCCC1>[CH3:2][O:25][CH:22]=[CH:32][C:31]1[CH:34]=[CH:35][C:28]([Br:27])=[CH:29][C:30]=1[F:36] |f:0.1,2.3|. Reported procedure: Methoxymethyl)triphenylphosphonium chloride (147 g, 0.48 mol) was suspended in tetrahydrofuran (1.5 L) under an argon atmosphere, and cooled to 0° C. t-BuOK (51.6 g, 0.46 mol) was added in portions. A solution of 4-bromo-2-fluorobenzaldehyde (40.6 g, 0.2 mol) in tetrahydrofuran (500 mL) was then added to the reaction mixture. The solution was stirred at room temperature for 1 hour. The solution was poured into ice-water and extracted with ethyl acetate (2×). The combined organic phases were drie... Starting materials: C1CCNCC1, ClCCCCOc1ccc(-c2nnc(CSCCOc3ccccc3)o2)cc1. Yields the product c1ccc(OCCSCc2nnc(-c3ccc(OCCCCN4CCCCC4)cc3)o2)cc1. As a reaction SMILES: [CH2:29]1[CH2:30][CH2:31][NH:32][CH2:33][CH2:34]1.[Cl:1][CH2:2][CH2:3][CH2:4][CH2:5][O:6][c:7]1[cH:8][cH:9][c:10](-[c:13]2[o:14][c:15]([CH2:18][S:19][CH2:20][CH2:21][O:22][c:23]3[cH:24][cH:25][cH:26][cH:27][cH:28]3)[n:16][n:17]2)[cH:11][cH:12]1>>[CH2:2]([CH2:3][CH2:4][CH2:5][O:6][c:7]1[cH:8][cH:9][c:10](-[c:13]2[o:14][c:15]([CH2:18][S:19][CH2:20][CH2:21][O:22][c:23]3[cH:24][cH:25][cH:26][cH:27][cH:28]3)[n:16][n:17]2)[cH:11][cH:12]1)[N:32]1[CH2:31][CH2:30][CH2:29][CH2:34][CH2:33]1.